From a dataset of the Open Reaction Database (ORD), a public repository of structured organic reaction records. describe an organic reaction: reactants, conditions, products, and yield Reactants: ClC1=NC=CC=C1NC(C1=C(N=CC=C1)C)=O (N-(2-chloro-3-pyridinyl)-2-methylnicotinamide), [H-].[Na+] (NaH), CI (methyl iodide). The solvent is C(C)(=O)OCC (ethyl acetate), CS(=O)C (DMSO). Run at time 20 minute. The product is ClC1=NC=CC=C1N(C(C1=C(N=CC=C1)C)=O)C (N-(2-chloro-3-pyridinyl)-N-methyl-2-methylnicotinamide). RXN SMILES: [Cl:1][C:2]1[C:7]([NH:8][C:9](=[O:17])[C:10]2[CH:15]=[CH:14][CH:13]=[N:12][C:11]=2[CH3:16])=[CH:6][CH:5]=[CH:4][N:3]=1.[H-].[Na+].[CH3:20]I>CS(C)=O.C(OCC)(=O)C>[Cl:1][C:2]1[C:7]([N:8]([CH3:20])[C:9](=[O:17])[C:10]2[CH:15]=[CH:14][CH:13]=[N:12][C:11]=2[CH3:16])=[CH:6][CH:5]=[CH:4][N:3]=1 |f:1.2|. Procedure details: To a stirred solution of N-(2-chloro-3-pyridinyl)-2-methylnicotinamide (1.48 g) in DMSO (20 mL) was added NaH (60% in oil, 0.26 g). After 20 minutes, methyl iodide (0.45 mL) was added, and stirring was continued for 30 minutes. The mixture was diluted with ethyl acetate, washed with water, dried (Na2SO4), filtered, and evaporated. Chromatography of the residue over silica gel (ethyl acetate/hexane) gave N-(2-chloro-3-pyridinyl)-N-methyl-2-methylnicotinamide (1.51 g). The reactants are N1C=NC=C1CC(=O)N1C[C@@H](C[C@H]1C(NC1=CC=C(C=C1)OC1=CC=C(C=C1)F)=O)NC(OCC1=CC=CC=C1)=O (benzyl (3R,5S)-1-(2-(1H-imidazol-5-yl)acetyl)-5-(4-(4-fluorophenoxy)phenylcarbamoyl)pyrrolidin-3-ylcarbamate). Reagents/catalysts: [Pd] (palladium on carbon). Run in CO (methanol). Reaction conditions: time 4 hour. The product is N1C=NC=C1CC(=O)N1[C@@H](C[C@H](C1)N)C(=O)NC1=CC=C(C=C1)OC1=CC=C(C=C1)F ((2S,4R)-1-(2-(1H-imidazol-5-yl)acetyl)-4-amino-N-(4-(4-fluorophenoxy)phenyl)pyrrolidine-2-carboxamide). Yield: 85.3%. As a reaction SMILES: [NH:1]1[C:5]([CH2:6][C:7]([N:9]2[C@H:13]([C:14](=[O:30])[NH:15][C:16]3[CH:21]=[CH:20][C:19]([O:22][C:23]4[CH:28]=[CH:27][C:26]([F:29])=[CH:25][CH:24]=4)=[CH:18][CH:17]=3)[CH2:12][C@@H:11]([NH:31]C(=O)OCC3C=CC=CC=3)[CH2:10]2)=[O:8])=[CH:4][N:3]=[CH:2]1>[Pd].CO>[NH:1]1[C:5]([CH2:6][C:7]([N:9]2[CH2:10][C@H:11]([NH2:31])[CH2:12][C@H:13]2[C:14]([NH:15][C:16]2[CH:17]=[CH:18][C:19]([O:22][C:23]3[CH:24]=[CH:25][C:26]([F:29])=[CH:27][CH:28]=3)=[CH:20][CH:21]=2)=[O:30])=[O:8])=[CH:4][N:3]=[CH:2]1. Procedure: A flask was charged with benzyl (3R,5S)-1-(2-(1H-imidazol-5-yl)acetyl)-5-(4-(4-fluorophenoxy)phenylcarbamoyl)pyrrolidin-3-ylcarbamate (800 mg, 1.43 mmol), prepared as in Example 1, palladium on carbon (10%, 80 mg) and methanol (30 mL) and the mixture was placed under a hydrogen atmosphere at 40 psi (parr shaker). The reaction was allowed to proceed for 4 hours and the mixture was filtered and concentrated. Product was purified from the residue by reverse phase HPLC to give (2S,4R)-1-(2-(1H-imida...